This data is from the Open Reaction Database (ORD), a public repository of structured organic reaction records. The task is: describe an organic reaction: reactants, conditions, products, and yield Starting materials: ClCC(=O)Cl (chloroacetyl chloride), O1C(OCC1)CNC1=C(C=CC=C1CC)CC (N-(1,3-dioxolan-2-ylmethyl)-2,6-diethylaniline), C([O-])(O)=O.[Na+] (sodium bicarbonate), O1CCOCC1 (dioxane). Run in O (water), CCOCC (ether). Run at time 15 minute. Product: ClCC(=O)N(C1=C(C=CC=C1CC)CC)CC1OCCO1 (N-α-chloroacetyl-N-(1,3-dioxolan-2-ylmethyl)-2,6-diethylaniline). As a reaction SMILES: [O:1]1[CH2:5][CH2:4][O:3][CH:2]1[CH2:6][NH:7][C:8]1[C:13]([CH2:14][CH3:15])=[CH:12][CH:11]=[CH:10][C:9]=1[CH2:16][CH3:17].C(=O)(O)[O-].[Na+].O1CCOCC1.[Cl:29][CH2:30][C:31](Cl)=[O:32]>CCOCC.O>[Cl:29][CH2:30][C:31]([N:7]([CH2:6][CH:2]1[O:3][CH2:4][CH2:5][O:1]1)[C:8]1[C:9]([CH2:16][CH3:17])=[CH:10][CH:11]=[CH:12][C:13]=1[CH2:14][CH3:15])=[O:32] |f:1.2|. Procedure: N-(1,3-dioxolan-2-ylmethyl)-2,6-diethylaniline (7.7 grams), sodium bicarbonate (6.0 grams), dioxane (20 ml) and water (4 ml) were charged into a glass reaction vessel equipped with a mechanical stirrer and thermometer. This mixture was cooled to a temperature of about 0°C and chloroacetyl chloride (4.0 grams) was added, with stirring, over a period of about 15 minutes. After the addition was completed stirring was continued for a period of about one hour. After this time ether (100 ml) was added... Starting materials: C(C)C=1OC(=C(N1)C1=CC=C(C=C1)Cl)C (2-Ethyl-4-(4-chlorophenyl)-5-methyloxazole), BrN1C(CCC1=O)=O (N-bromosuccinimide), N(=NC(C#N)(C)C)C(C#N)(C)C (azobisisobutyronitrile). Run in C(Cl)(Cl)(Cl)Cl (carbon tetrachloride). Product: BrCC1=C(N=C(O1)CC)C1=CC=C(C=C1)Cl (5-bromomethyl-4-(4-chlorophenyl)-2-ethyloxazole). Yield: 100.0%. RXN SMILES: [CH2:1]([C:3]1[O:4][C:5]([CH3:15])=[C:6]([C:8]2[CH:13]=[CH:12][C:11]([Cl:14])=[CH:10][CH:9]=2)[N:7]=1)[CH3:2].[Br:16]N1C(=O)CCC1=O.N(C(C)(C)C#N)=NC(C)(C)C#N>C(Cl)(Cl)(Cl)Cl>[Br:16][CH2:15][C:5]1[O:4][C:3]([CH2:1][CH3:2])=[N:7][C:6]=1[C:8]1[CH:13]=[CH:12][C:11]([Cl:14])=[CH:10][CH:9]=1. Reported procedure: 2-Ethyl-4-(4-chlorophenyl)-5-methyloxazole (6.6 g) was brominated with N-bromosuccinimide (5.4 g) in carbon tetrachloride (90 ml) in the presence of azobisisobutyronitrile (0.3 g) in the same manner as Example 5-(2). The procedure gave an oil of 5-bromomethyl-4-(4-chlorophenyl)-2-ethyloxazole, yield 100%. The product is Cc1ccc(-c2oncc2C(=O)N2CCC(Oc3ccc(C(F)(F)F)cc3)CC2)cc1. RXN SMILES: [CH3:1][c:2]1[cH:3][cH:4][c:5](-[c:8]2[c:9]([C:13](=[O:14])[OH:15])[cH:10][n:11][o:12]2)[cH:6][cH:7]1.[F:16][C:17]([c:18]1[cH:19][cH:20][c:21]([O:22][CH:23]2[CH2:24][CH2:25][NH:26][CH2:27][CH2:28]2)[cH:29][cH:30]1)([F:31])[F:32]>>[CH3:1][c:2]1[cH:3][cH:4][c:5](-[c:8]2[c:9]([C:13](=[O:15])[N:26]3[CH2:25][CH2:24][CH:23]([O:22][c:21]4[cH:20][cH:19][c:18]([C:17]([F:16])([F:31])[F:32])[cH:30][cH:29]4)[CH2:28][CH2:27]3)[cH:10][n:11][o:12]2)[cH:6][cH:7]1. Starting materials: Cc1ccc(-c2oncc2C(=O)O)cc1, FC(F)(F)c1ccc(OC2CCNCC2)cc1. Yield: 14.6%. As a reaction SMILES: Cl[C:2]1[N:7]=[C:6]([NH2:8])[N:5]=[C:4]2[N:9]([CH2:12][C:13]3[N:17]([C:18]4[CH:23]=[CH:22][CH:21]=[CH:20][CH:19]=4)[C:16]4[CH:24]=[CH:25][CH:26]=[CH:27][C:15]=4[N:14]=3)[N:10]=[CH:11][C:3]=12>CO.[Pd]>[C:18]1([N:17]2[C:16]3[CH:24]=[CH:25][CH:26]=[CH:27][C:15]=3[N:14]=[C:13]2[CH2:12][N:9]2[C:4]3=[N:5][C:6]([NH2:8])=[N:7][CH:2]=[C:3]3[CH:11]=[N:10]2)[CH:23]=[CH:22][CH:21]=[CH:20][CH:19]=1. The solvent is CO (MeOH). The reactants are ClC1=C2C(=NC(=N1)N)N(N=C2)CC2=NC1=C(N2C2=CC=CC=C2)C=CC=C1 (4-chloro-1-(1-phenyl-1H-benzoimidazol-2-ylmethyl)-1H-Pyrazolo[3,4-d]pyrimidin-6-ylamine). Procedure: A solution of 4-chloro-1-(1-phenyl-1H-benzoimidazol-2-ylmethyl)-1H-Pyrazolo[3,4-d]pyrimidin-6-ylamine (1.5 g, 4 mmol) and Pd/C (0.3 g) in MeOH was stirred with H2 40 psi at 50° C. overnight. The mixture was filtered, and the filtrate was concentrated in vacuo. The residue was purified by P-TLC to give 157 (200 mg, yield 15%) as white solid. LCMS (ESI), M+H+=340.14. 1HNMR (400 MHz, DMSO) δ 5.0374 (s, 2H), 5.597 (s, 2H), 7.015 (s, 1H), 7.152-7.211 (m, 5H), 7.309-7.327 (m, 3H), 7.746 (s, 2H), 8.567... The product is C1(=CC=CC=C1)N1C(=NC2=C1C=CC=C2)CN2N=CC=1C2=NC(=NC1)N (1-((1-phenyl-1H-benzo[d]imidazol-2-yl)methyl)-1H-pyrazolo[3,4-d]pyrimidin-6-amine). Reagents/catalysts: [Pd] (Pd/C). Reactants: NCCCCC(=O)O (5-aminovaleric acid), Cl (hydrochloric acid), [N+](=O)([O-])C1=CC=C(C=O)C=C1 (4-nitrobenzaldehyde), C(#N)[BH3-].[Na+] (sodium cyanoborohydride). The solvent is CO (methanol), O (water). Run at time 18 hour. Product: O=C1N(CCCC1)CC1=CC=C(C=C1)[N+](=O)[O-] (4-(2-oxopiperidinomethyl)-nitrobenzene). As a reaction SMILES: [N+:1]([C:4]1[CH:11]=[CH:10][C:7]([CH:8]=O)=[CH:6][CH:5]=1)([O-:3])=[O:2].[NH2:12][CH2:13][CH2:14][CH2:15][CH2:16][C:17]([OH:19])=O.C([BH3-])#N.[Na+].Cl>CO.O>[O:19]=[C:17]1[CH2:16][CH2:15][CH2:14][CH2:13][N:12]1[CH2:8][C:7]1[CH:10]=[CH:11][C:4]([N+:1]([O-:3])=[O:2])=[CH:5][CH:6]=1 |f:2.3|. Procedure: 6.4 g (42 mmol) of 4-nitrobenzaldehyde are dissolved in 150 ml of methanol and combined with 4.9 g (42 mmol) of 5-aminovaleric acid and 1.8 g (29 mmol) of sodium cyanoborohydride. The mixture is stirred for 18 hours at ambient temperature and then carefully mixed with 20 ml of conc. hydrochloric acid. The solvent is eliminated in vacuo, the residue is taken up in water and extracted with dichloromethane. The residue obtained after evaporation is chromatographed on silica gel (dichloromethane/met...